Dataset: the Open Reaction Database (ORD), a public repository of structured organic reaction records. Task: describe an organic reaction: reactants, conditions, products, and yield The reactants are C(C)(=O)O (acetic acid), S(O)(O)(=O)=O (sulfuric acid), FC1=C2C=NNC2=CC=C1C#N (4-fluoro-1H-indazole-5-carbonitrile), ice water. The solvent is O (water). Run at temperature 110 celsius, time 4 hour. The product is COC(=O)C=1C(=C2C=NNC2=CC1)F (4-Fluoro-1H-indazole-5-carboxylic acid methyl ester). As a reaction SMILES: [F:1][C:2]1[C:10]([C:11]#N)=[CH:9][CH:8]=[C:7]2[C:3]=1[CH:4]=[N:5][NH:6]2.[C:13](O)(=[O:15])C.S(=O)(=O)(O)[OH:18]>O>[CH3:13][O:15][C:11]([C:10]1[C:2]([F:1])=[C:3]2[C:7](=[CH:8][CH:9]=1)[NH:6][N:5]=[CH:4]2)=[O:18]. Procedure: To 1.65 g of 4-fluoro-1H-indazole-5-carbonitrile obtained in Production Example II-13-b were added 8 ml of glacial acetic acid, 8 ml of water and 16 ml of concentrated sulfuric acid, and the mixture was stirred at 110° C. for 4 hours. After standing to cool, 150 mg of ice-water was added, and the precipitated carboxylic acid was collected by filtration. Under ice-cooling, to a solution of the resulting carboxylic acid in 12 ml dimethylformamide and 40 ml tetrahydrofuran was added an excess amoun... The reactants are BrC1=C(C=C2C(C(=CN(C2=C1CO)C1CC1)C(=O)OCC)=O)F (ethyl 7-bromo-1-cyclopropyl-6-fluoro-8-hydroxymethyl-1,4-dihydro-4-oxoquinoline-3-carboxylate), C(O)([O-])=O.[Na+] (sodium hydrogencarbonate), C(C)N(CC)S(F)(F)F (diethylaminosulfur trifluoride), ice water. Solvent: C(Cl)Cl (methylene chloride). Conditions: temperature -20 celsius, time 1 hour. Yields the product BrC1=C(C=C2C(C(=CN(C2=C1CF)C1CC1)C(=O)OCC)=O)F (ethyl 7-bromo-1-cyclopropyl-6-fluoro-8-fluoromethyl-1,4-dihydro-4-oxoquinoline-3-carboxylate). RXN SMILES: [Br:1][C:2]1[C:11]([CH2:12]O)=[C:10]2[C:5]([C:6](=[O:22])[C:7]([C:17]([O:19][CH2:20][CH3:21])=[O:18])=[CH:8][N:9]2[CH:14]2[CH2:16][CH2:15]2)=[CH:4][C:3]=1[F:23].C(N(S(F)(F)[F:30])CC)C.C(=O)([O-])O.[Na+]>C(Cl)Cl>[Br:1][C:2]1[C:11]([CH2:12][F:30])=[C:10]2[C:5]([C:6](=[O:22])[C:7]([C:17]([O:19][CH2:20][CH3:21])=[O:18])=[CH:8][N:9]2[CH:14]2[CH2:16][CH2:15]2)=[CH:4][C:3]=1[F:23] |f:2.3|. Procedure: In 127 ml of methylene chloride was suspended 1.27 g of ethyl 7-bromo-1-cyclopropyl-6-fluoro-8-hydroxymethyl-1,4-dihydro-4-oxoquinoline-3-carboxylate, and 1.33 g of diethylaminosulfur trifluoride was dropwise added to the suspension at -40° C., after which the resulting mixture was stirred at -20° C. for one hour and then at 0° C. for three hours. The reaction mixture was added to 120 ml of ice water and the pH was adjusted to 8 with a saturated aqueous sodium hydrogencarbonate solution. Thereaf... The reactants are ClC1=C(C(=CC=C1[N+](=O)[O-])Cl)C (2,6-dichloro-3-nitrotoluene), [Cu]C#N (copper (I) cyanide), O (water). The solvent is CS(=O)C (dimethyl sulfoxide). Product: CC1=C(C#N)C(=CC=C1Cl)[N+](=O)[O-] (2-methyl-3-chloro-6-nitrobenzonitrile). Isolated yield 60.0%. RXN SMILES: Cl[C:2]1[C:7]([N+:8]([O-:10])=[O:9])=[CH:6][CH:5]=[C:4]([Cl:11])[C:3]=1[CH3:12].[Cu][C:14]#[N:15].O>CS(C)=O>[CH3:12][C:3]1[C:4]([Cl:11])=[CH:5][CH:6]=[C:7]([N+:8]([O-:10])=[O:9])[C:2]=1[C:14]#[N:15]. Procedure: 1 mol of 2,6-dichloro-3-nitrotoluene in 1 l of dimethyl sulfoxide was stirred at 150° for 5 hours with 1 mol of copper (I) cyanide. The mixture was then cooled, poured into water and extracted with ethyl acetate. The organic phase was evaporated and the residue was purified by chromatography on silica gel. There was obtained 2-methyl-3-chloro-6-nitrobenzonitrile (yield 60%), m.p. 97°-98°. Reactants: CC1(c2csc(CO[Si](C)(C)C(C)(C)C)c2)OCCO1, CCCC[N+](CCCC)(CCCC)CCCC, C1CCOC1, [F-], N#N. The product is CC1(c2csc(CO)c2)OCCO1. As a reaction SMILES: [C:3]([Si:4]([CH3:5])([CH3:6])[O:8][CH2:9][c:10]1[s:11][cH:12][c:13]([C:15]2([CH3:20])[O:16][CH2:17][CH2:18][O:19]2)[cH:14]1)([CH3:7])([CH3:21])[CH3:22].[CH2:24]([N+:25]([CH2:26][CH2:27][CH2:28][CH3:29])([CH2:30][CH2:31][CH2:32][CH3:33])[CH2:34][CH2:35][CH2:36][CH3:37])[CH2:38][CH2:39][CH3:40].[CH2:41]1[O:42][CH2:43][CH2:44][CH2:45]1.[F-:23].[N:1]#[N:2]>>[OH:8][CH2:9][c:10]1[s:11][cH:12][c:13]([C:15]2([CH3:20])[O:16][CH2:17][CH2:18][O:19]2)[cH:14]1. Reactants: CCOC(=O)C (EtOAc), ClC=1C=CC=2N(N1)C(=CN2)C(=C)C=2C=C1C=CC=NC1=CC2 (6-[1-(6-Chloro-imidazo[1,2-b]pyridazin-3-yl)-vinyl]-quinoline), C(=O)([O-])[O-].[K+].[K+] (K2CO3), CN1N=CC(=C1)B1OC(C(O1)(C)C)(C)C (1-Methyl-4-(4,4,5,5-tetramethyl-[1,3,2]dioxaborolan-2-yl)-1H-pyrazole). The reagents and catalysts are Cl[Pd]([P](C1=CC=CC=C1)(C2=CC=CC=C2)C3=CC=CC=C3)([P](C4=CC=CC=C4)(C5=CC=CC=C5)C6=CC=CC=C6)Cl (PdCl2(PPh3)2). Run in [Cl-].[Na+].O (brine), COCCOC (DME). Conditions: temperature 90 celsius, time 3 hour. Product: CN1N=CC(=C1)C=1C=CC=2N(N1)C(=CN2)C(=C)C=2C=C1C=CC=NC1=CC2 (6-{1-[6-(1-Methyl-1H-pyrazol-4-yl)-imidazo[1,2-b]pyridazin-3-yl]-vinyl}-quinoline). RXN SMILES: Cl[C:2]1[CH:3]=[CH:4][C:5]2[N:6]([C:8]([C:11]([C:13]3[CH:14]=[C:15]4[C:20](=[CH:21][CH:22]=3)[N:19]=[CH:18][CH:17]=[CH:16]4)=[CH2:12])=[CH:9][N:10]=2)[N:7]=1.[CH3:23][N:24]1[CH:28]=[C:27](B2OC(C)(C)C(C)(C)O2)[CH:26]=[N:25]1.C([O-])([O-])=O.[K+].[K+].CCOC(C)=O>COCCOC.[Cl-].[Na+].O.Cl[Pd](Cl)([P](C1C=CC=CC=1)(C1C=CC=CC=1)C1C=CC=CC=1)[P](C1C=CC=CC=1)(C1C=CC=CC=1)C1C=CC=CC=1>[CH3:23][N:24]1[CH:28]=[C:27]([C:2]2[CH:3]=[CH:4][C:5]3[N:6]([C:8]([C:11]([C:13]4[CH:14]=[C:15]5[C:20](=[CH:21][CH:22]=4)[N:19]=[CH:18][CH:17]=[CH:16]5)=[CH2:12])=[CH:9][N:10]=3)[N:7]=2)[CH:26]=[N:25]1 |f:2.3.4,7.8.9,^1:61,80|. Procedure: 6-[1-(6-Chloro-imidazo[1,2-b]pyridazin-3-yl)-vinyl]-quinoline (Example 154, 2.5 g, 8.15 mmol) was dissolved in DME (20 mL) under argon atm. 1-Methyl-4-(4,4,5,5-tetramethyl-[1,3,2]dioxaborolan-2-yl)-1H-pyrazole (2.54 g, 12.22 mmol) was added, followed by 2 M K2CO3 (11 mL) and PdCl2(PPh3)2 (172 mg). The RM was stirred at 90° C. for 3 h. It was then taken into a mixture of EtOAc and brine and extracted. Organic phase was dried on Na2SO4. After evaporation of the solvent the crude was purified by co... Reactants: CC(=O)O, Cc1c(-c2ccc(OC(=O)C(C)(C)C)cc2)n(Cc2ccc(OCCN3CCCCC3)cc2)c2ccc(OCc3ccccc3)cc12, CO, [Li+], C1COCCO1, [OH-], O, O, O. Product: Cc1c(-c2ccc(O)cc2)n(Cc2ccc(OCCN3CCCCC3)cc2)c2ccc(OCc3ccccc3)cc12. As a reaction SMILES: [C:51]([OH:52])(=[O:53])[CH3:54].[CH2:1]([c:2]1[cH:3][cH:4][cH:5][cH:6][cH:7]1)[O:8][c:9]1[cH:10][c:11]2[c:12]([CH3:47])[c:13](-[c:34]3[cH:35][cH:36][c:37]([O:40][C:41](=[O:42])[C:43]([CH3:44])([CH3:45])[CH3:46])[cH:38][cH:39]3)[n:14]([CH2:18][c:19]3[cH:20][cH:21][c:22]([O:25][CH2:26][CH2:27][N:28]4[CH2:29][CH2:30][CH2:31][CH2:32][CH2:33]4)[cH:23][cH:24]3)[c:15]2[cH:16][cH:17]1.[CH3:62][OH:63].[Li+:49].[O:56]1[CH2:57][CH2:58][O:59][CH2:60][CH2:61]1.[OH-:48].[OH2:50].[OH2:55].[OH2:64]>>[CH2:1]([c:2]1[cH:3][cH:4][cH:5][cH:6][cH:7]1)[O:8][c:9]1[cH:10][c:11]2[c:12]([CH3:47])[c:13](-[c:34]3[cH:35][cH:36][c:37]([OH:40])[cH:38][cH:39]3)[n:14]([CH2:18][c:19]3[cH:20][cH:21][c:22]([O:25][CH2:26][CH2:27][N:28]4[CH2:29][CH2:30][CH2:31][CH2:32][CH2:33]4)[cH:23][cH:24]3)[c:15]2[cH:16][cH:17]1. Starting materials: Cl (hydrogen chloride), CO (methanol), C(O)([O-])=O.[Na+] (sodium hydrogen carbonate), CN1C(=NC(=C1SC1=CC(=CC(=C1)C)C)C(C#N)C)C (2-[1,2-dimethyl-5-(3,5-dimethylphenylthio)-1H-imidazol-4-yl]propiononitrile). Run in O (water), CO.C(C)OCC (methanol diethyl ether). Run at time 23 hour. Product: CN1C(=NC(=C1SC1=CC(=CC(=C1)C)C)C(C(=O)OC)C)C (methyl 2-[1,2-dimethyl-5-(3,5-dimethylphenylthio)-1H-imidazol-4-yl]propionate). RXN SMILES: Cl.[CH3:2][N:3]1[C:7]([S:8][C:9]2[CH:14]=[C:13]([CH3:15])[CH:12]=[C:11]([CH3:16])[CH:10]=2)=[C:6]([CH:17]([CH3:20])[C:18]#N)[N:5]=[C:4]1[CH3:21].C[OH:23].[C:24](=O)([O-])[OH:25].[Na+]>CO.C(OCC)C.O>[CH3:2][N:3]1[C:7]([S:8][C:9]2[CH:14]=[C:13]([CH3:15])[CH:12]=[C:11]([CH3:16])[CH:10]=2)=[C:6]([CH:17]([CH3:20])[C:18]([O:25][CH3:24])=[O:23])[N:5]=[C:4]1[CH3:21] |f:3.4,5.6|. Procedure details: In 5 ml of methanol/diethyl ether (1/3 v/v %)saturated with hydrogen chloride was dissolved 60 mg (0.21 mmol)of 2-[1,2-dimethyl-5-(3,5-dimethylphenylthio)-1H-imidazol-4-yl]propiononitrile (43a), and the mixture was left at 4° C. for 23 hours. To the reaction mixture, 2 ml of methanol and 0.3 ml of water were added, and the mixture was stirred at room temperature for 4 hours. The reaction mixture was added to a saturated aqueous sodium hydrogen carbonate solution and extracted with methylene chlo...